From a dataset of the Open Reaction Database (ORD), a public repository of structured organic reaction records. describe an organic reaction: reactants, conditions, products, and yield The solvent is C(C)O (ethanol), ClCCl (dichloromethane). Starting materials: C(C1=CC=CC=C1)OC=1C=CC=C2C=CNC12 (7-benzyloxy-1H-indole), S(=O)(=O)(OC)OC (dimethyl sulfate), [OH-].[K+] (potassium hydroxide), S(=O)(=O)([O-])[O-].[Na+].[Na+] (sodium sulfate). As a reaction SMILES: [CH2:1]([O:8][C:9]1[CH:10]=[CH:11][CH:12]=[C:13]2[C:17]=1[NH:16][CH:15]=[CH:14]2)[C:2]1[CH:7]=[CH:6][CH:5]=[CH:4][CH:3]=1.[OH-].[K+].S([O-])([O-])(=O)=O.[Na+].[Na+].S(OC)(O[CH3:31])(=O)=O>C(O)C.ClCCl>[CH2:1]([O:8][C:9]1[CH:10]=[CH:11][CH:12]=[C:13]2[C:17]=1[N:16]([CH3:31])[CH:15]=[CH:14]2)[C:2]1[CH:7]=[CH:6][CH:5]=[CH:4][CH:3]=1 |f:1.2,3.4.5|. Reaction conditions: time 10 minute. Product: C(C1=CC=CC=C1)OC=1C=CC=C2C=CN(C12)C (7-Benzyloxy-1-methyl-1H-indole). Procedure details: To a solution of 7-benzyloxy-1H-indole (Ref: Dobson, D; Todd, A; Gilmore, J. Synth. Commun. (1991), 21(5), 611–17) (1.29 g, 5.78 mmol) in ethanol (30 mL) was added potassium hydroxide (0.41 g, 7.23 mmol) and dichloromethane (5 mL) of to help solubilize the starting material. The resulting solution was allowed to stir at room temperature for 10 min before evaporating the solvent in vacuo. The residue was taken up in acetone (75 mL) and sodium sulfate (4.9 g, 34.7 mmol) was added followed by dimet... Starting materials: Cl.ClCCSCC=1N=CNC1C (1-Chloro-2(5-methyl-4-imidazolylmethylthio)ethane hydrochloride), [S-]C#N.[K+] (potassium thiocyanate). The solvent is C(C)O (ethanol). The product is CC1=C(N=CN1)CSCCSC#N (2-(5-methyl-4-imidazolylmethylthio)ethylthiocyanate). RXN SMILES: Cl.Cl[CH2:3][CH2:4][S:5][CH2:6][C:7]1[N:8]=[CH:9][NH:10][C:11]=1[CH3:12].[S-:13][C:14]#[N:15].[K+]>C(O)C>[CH3:12][C:11]1[NH:10][CH:9]=[N:8][C:7]=1[CH2:6][S:5][CH2:4][CH2:3][S:13][C:14]#[N:15] |f:0.1,2.3|. Procedure details: 1-Chloro-2(5-methyl-4-imidazolylmethylthio)ethane hydrochloride (2.1 g) and potassium thiocyanate (0.97 g) were heated together under reflux in ethanol (50 ml) for 3 days. The mixture was evaporated to dryness and the residue was taken up in water, basified with sodium carbonate and extracted with chloroform. The chloroform extracts were dried (MgSO4) and evaporated to a residue which was recrystallised from acetonitrile to give 2-(5-methyl-4-imidazolylmethylthio)ethylthiocyanate m.p. 101°-103°.... Yields the product O=C(O)c1c(-c2ccc(F)cc2)nc2ccc(Br)cn12. As a reaction SMILES: [Br:1][c:2]1[cH:3][cH:4][c:5]2[n:6]([cH:7]1)[c:8]([C:18](=[O:19])[O:20][CH2:21][CH3:22])[c:9](-[c:11]1[cH:12][cH:13][c:14]([F:17])[cH:15][cH:16]1)[n:10]2.[CH2:29]1[O:30][CH2:31][CH2:32][CH2:33]1.[CH3:23][OH:24].[ClH:27].[Na+:26].[OH-:25].[OH2:28]>>[Br:1][c:2]1[cH:3][cH:4][c:5]2[n:6]([cH:7]1)[c:8]([C:18](=[O:19])[OH:20])[c:9](-[c:11]1[cH:12][cH:13][c:14]([F:17])[cH:15][cH:16]1)[n:10]2. The reactants are CCOC(=O)c1c(-c2ccc(F)cc2)nc2ccc(Br)cn12, C1CCOC1, CO, Cl, [Na+], [OH-], O. The reactants are C(C1=CC=CC=C1)NC1=C(C=NC=2N1N=CC2Br)C(=O)O (7-Benzylamino-3-bromopyrazolo[1,5-a]pyrimidine-6-carboxylic acid), Cl.CC1=CC=C(C=C1)C1CCNCC1 (4-(4-methylphenyl)piperidine hydrochloride). Yields the product C(C1=CC=CC=C1)NC1=C(C=NC=2N1N=CC2Br)C(=O)N2CCC(CC2)C2=CC=C(C=C2)C (7-Benzylamino-3-bromo-6-[4-(4-methylphenyl)piperidine-1-carbonyl]pyrazolo[1,5-a]pyrimidine). Yield: 75.2%. Reaction SMILES: [CH2:1]([NH:8][C:9]1[N:14]2[N:15]=[CH:16][C:17]([Br:18])=[C:13]2[N:12]=[CH:11][C:10]=1[C:19]([OH:21])=O)[C:2]1[CH:7]=[CH:6][CH:5]=[CH:4][CH:3]=1.Cl.[CH3:23][C:24]1[CH:29]=[CH:28][C:27]([CH:30]2[CH2:35][CH2:34][NH:33][CH2:32][CH2:31]2)=[CH:26][CH:25]=1>>[CH2:1]([NH:8][C:9]1[N:14]2[N:15]=[CH:16][C:17]([Br:18])=[C:13]2[N:12]=[CH:11][C:10]=1[C:19]([N:33]1[CH2:34][CH2:35][CH:30]([C:27]2[CH:26]=[CH:25][C:24]([CH3:23])=[CH:29][CH:28]=2)[CH2:31][CH2:32]1)=[O:21])[C:2]1[CH:3]=[CH:4][CH:5]=[CH:6][CH:7]=1 |f:1.2|. Reported procedure: In the same manner as in Example 21, step 5 and using 7-benzylamino-3-bromopyrazolo[1,5-a]pyrimidine-6-carboxylic acid (0.20 g, 0.58 mmol) obtained in Example 22, step 3 instead of 7-benzylamino-3-ethoxycarbonylpyrazolo[1,5-a]pyrimidine-6-carboxylic acid and 4-(4-methylphenyl)piperidine hydrochloride (0.15 g, 0.69 mmol), the title compound (0.22 g, 77%) was obtained. Reactants: COC1=C2C(=CC3=C1OCC3)C=CC(=O)O2 (2,3-dihydroxanthotoxin), C1(=CC=CC=C1)C (toluene), COC1=C2C(=CC3=C1OCC3)C=CC(=O)O2 (2,3-dihydroxanthotoxin), ClC=1C(C(=C(C(C1Cl)=O)C#N)C#N)=O (2,3-dichloro5,6-dicyano-1,4-benzoquinone). The solvent is ClC1=CC=CC=C1 (chlorobenzene). Yields the product ClC1=C(O)C(=C(C(=C1Cl)O)C#N)C#N (2,3-dichloro-5,6-dicyano-hydroquinone). RXN SMILES: COC1C2OCCC=2C=C2C=CC(OC=12)=O.[Cl:17][C:18]1[C:19](=[O:30])[C:20]([C:28]#[N:29])=[C:21]([C:26]#[N:27])[C:22](=[O:25])[C:23]=1[Cl:24].C1(C)C=CC=CC=1>ClC1C=CC=CC=1>[Cl:17][C:18]1[C:23]([Cl:24])=[C:22]([OH:25])[C:21]([C:26]#[N:27])=[C:20]([C:28]#[N:29])[C:19]=1[OH:30]. Reported procedure: The 2,3-dihydroxanthotoxin thus obtained is then dehydrogenated. This advantageously is effected by heating the 2,3-dihydroxanthotoxin with 2,3-dichloro5,6-dicyano-1,4-benzoquinone in a substantially inert solvent, for example, toluene or chlorobenzene, advantageously at reflux, until substantial dehydrogenation is obtained. The 2,3-dichloro-5,6-dicyano-hydroquinone formed and any residual 2,3-dichloro-5,6-dicyano-1,4benzoquinone are removed and the product taken up in chloroform and recovered t...